describe an organic reaction: reactants, conditions, products, and yield From a dataset of the Open Reaction Database (ORD), a public repository of structured organic reaction records. Starting materials: C([O-])(O)=O.[Na+] (sodium bicarbonate), CC1(OCCO1)C1=CC=C(N=N1)CCCOC1=C(C=C(C=C1C)N1OC(=NC1)C(F)F)C (6-(2-methyl-1,3-dioxolan-2-yl)-3-[3-[2,6-dimethyl-4-(5-difluoromethyl-1,2,4-oxadiazol-2-yl)-phenoxy]-propyl]-pyridazine), C(C)(=O)O (acetic acid), Cl (HCl). Solvent: O (water). Yields the product C(C)(=O)C1=CC=C(N=N1)CCCOC1=C(C=C(C=C1C)N1OC(=NC1)C(F)F)C (6-acetyl-3-[3-[2,6-dimethyl-4-(5-difluoromethyl-1,2,4-oxadiazol-2-yl)-phenoxy]-propyl]-pyridazine). The yield is 75.8%. Reaction SMILES: [CH3:1][C:2]1([C:7]2[N:12]=[N:11][C:10]([CH2:13][CH2:14][CH2:15][O:16][C:17]3[C:22]([CH3:23])=[CH:21][C:20]([N:24]4[CH2:28][N:27]=[C:26]([CH:29]([F:31])[F:30])[O:25]4)=[CH:19][C:18]=3[CH3:32])=[CH:9][CH:8]=2)OCC[O:3]1.C(O)(=O)C.Cl.C(=O)(O)[O-].[Na+]>O>[C:2]([C:7]1[N:12]=[N:11][C:10]([CH2:13][CH2:14][CH2:15][O:16][C:17]2[C:18]([CH3:32])=[CH:19][C:20]([N:24]3[CH2:28][N:27]=[C:26]([CH:29]([F:30])[F:31])[O:25]3)=[CH:21][C:22]=2[CH3:23])=[CH:9][CH:8]=1)(=[O:3])[CH3:1] |f:3.4|. Reported procedure: A mixture of 0.24 g (0.538 mmol) of 6-(2-methyl-1,3-dioxolan-2-yl)-3-[3-[2,6-dimethyl-4-(5-difluoromethyl-1,2,4-oxadiazol-2-yl)-phenoxy]-propyl]-pyridazine from example 8d, 20 mL of acetic acid, 5 mL of water, and 5 mL of 2M HCl solution was heated to reflux for 24 hr. The reaction mixture was added to a freshly prepared sodium bicarbonate solution, the aqueous layer was extracted with ethyl acetate (4×50 mL), and the combined organic layer was washed with water (50 mL) and brine (100 mL), dried... Reactants: CCOC(=O)CCc1ccc(OCc2ccccc2)c(OC)c1, Cl, [Na+], [OH-]. The product is COc1cc(CCC(=O)O)ccc1OCc1ccccc1. RXN SMILES: [CH2:1]([CH3:2])[O:3][C:4]([CH2:5][CH2:6][c:7]1[cH:8][c:9]([O:21][CH3:22])[c:10]([O:13][CH2:14][c:15]2[cH:16][cH:17][cH:18][cH:19][cH:20]2)[cH:11][cH:12]1)=[O:23].[ClH:26].[Na+:25].[OH-:24]>>[O:3]=[C:4]([CH2:5][CH2:6][c:7]1[cH:8][c:9]([O:21][CH3:22])[c:10]([O:13][CH2:14][c:15]2[cH:16][cH:17][cH:18][cH:19][cH:20]2)[cH:11][cH:12]1)[OH:23]. Starting materials: FCC(C(C(=O)O)=O)(C)C (4-fluoro-3,3-dimethyl-2-oxobutanoic acid), ICC (iodoethane), C(=O)([O-])[O-].[K+].[K+] (K2CO3). The solvent is CN(C)C=O (DMF), CCOC(=O)C (EtOAc). Reaction conditions: time 18 hour. The product is FCC(C(C(=O)OCC)=O)(C)C (ethyl 4-fluoro-3,3-dimethyl-2-oxobutanoate). Yield: 84.1%. Reaction SMILES: [F:1][CH2:2][C:3]([CH3:10])([CH3:9])[C:4](=[O:8])[C:5]([OH:7])=[O:6].I[CH2:12][CH3:13].C([O-])([O-])=O.[K+].[K+]>CN(C=O)C.CCOC(C)=O>[F:1][CH2:2][C:3]([CH3:10])([CH3:9])[C:4](=[O:8])[C:5]([O:7][CH2:12][CH3:13])=[O:6] |f:2.3.4|. Procedure details: To a solution of 4-fluoro-3,3-dimethyl-2-oxobutanoic acid (2.3 g, 15.53 mmol) in DMF (30 mL) was added iodoethane (1.880 mL, 23.29 mmol) and K2CO3 (5.36 g, 38.8 mmol). The reaction mixture was stirred at rt for 18 h. The reaction mixture was diluted with EtOAc and stirred for 10 min. The solid was filtered. The filtration was partitioned between EtOAc and water. The organic phase was washed water, sat. NaCl, and concentrated. The residue was diluted with hexane (˜100 mL) and washed with water (2... Reactants: C(=O)C1CN(C1)C(=O)OC(C)(C)C (tert-butyl 3-formylazetidine-1-carboxylate), ClC1=C(C(=NC2=CC=C(C=C12)C(O)C=1C(=NC(=CC1)C)C)OC)CC1=CC=C(C=C1)C(F)(F)F ((4-Chloro-2-methoxy-3-(4-(trifluoromethyl)benzyl)quinolin-6-yl)(2,6-dimethylpyridin-3-yl)methanol), ClC1=C(C(=NC2=CC=C(C=C12)C(O)C=1C(=NC(=CC1)C)C)OC)CC1=CC=C(C=C1)C(F)(F)F ((4-Chloro-2-methoxy-3-(4-(trifluoromethyl)benzyl)quinolin-6-yl)(2,6-dimethylpyridin-3-yl)methanol), [Li]CCCC (n-BuLi). The solvent is C1CCOC1 (THF), C1CCOC1 (THF). Reaction conditions: temperature -70 celsius, time 2 minute. The product is C(C)(C)(C)OC(=O)N1CC(C1)C(O)C=1C=C2C(=C(C(=NC2=CC1)OC)CC1=CC=C(C=C1)C(F)(F)F)Cl (tert-Butyl-3-((4-chloro-2-methoxy-3-(4-(trifluoromethyl)benzyl)quinolin-6-yl)(hydroxy)methyl)azetidine-1-carboxylate). As a reaction SMILES: [Cl:1][C:2]1[C:11]2[C:6](=[CH:7][CH:8]=[C:9]([CH:12]([C:14]3[C:15](C)=[N:16]C(C)=C[CH:19]=3)[OH:13])[CH:10]=2)[N:5]=[C:4]([O:22][CH3:23])[C:3]=1[CH2:24][C:25]1[CH:30]=[CH:29][C:28]([C:31]([F:34])([F:33])[F:32])=[CH:27][CH:26]=1.[Li]CCCC.C(C1CN([C:46]([O:48][C:49]([CH3:52])([CH3:51])[CH3:50])=[O:47])C1)=O>C1COCC1>[C:49]([O:48][C:46]([N:16]1[CH2:15][CH:14]([CH:12]([C:9]2[CH:10]=[C:11]3[C:6](=[CH:7][CH:8]=2)[N:5]=[C:4]([O:22][CH3:23])[C:3]([CH2:24][C:25]2[CH:26]=[CH:27][C:28]([C:31]([F:33])([F:34])[F:32])=[CH:29][CH:30]=2)=[C:2]3[Cl:1])[OH:13])[CH2:19]1)=[O:47])([CH3:52])([CH3:51])[CH3:50]. Reported procedure: To a flask containing 6-bromo-4-chloro-2-methoxy-3-(4-(trifluoromethyl)benzyl)quinoline (1.0 g, 2.32 mmol, Intermediate 12: step d) was added THF (30 mL) resulting in a colorless homogeneous mixture. The solution was cooled to −70° C. and then n-BuLi (2.5 M in hexanes, 1.08 mL, 2.69 mmol) was added dropwise. The color of the solution became a dark opaque reddish-brown color. After 2 minutes, a THF solution of tert-butyl 3-formylazetidine-1-carboxylate (545 mg, 2.94 mmol, in 3 mL THF) was introdu... Reactants: ClC1=[N+](C=C(C=C1)C(F)(F)F)[O-] (2-chloro-5-trifluoromethylpyridine N-Oxide), ClC1=C2C=NNC2=CC=C1 (4-chloroindazole), C([O-])([O-])=O.[K+].[K+] (potassium carbonate), CN(C=O)C (dimethylformamide). The solvent is [Cl-].[Na+].O (brine). Reaction conditions: temperature 70 celsius, time 1 hour. The product is ClC1=C2C=N[N+](C2=CC=C1)(C1=NC=C(C=C1)C(F)(F)F)[O-] (4-Chloro-1-(5-trifluoromethyl-2-pyridyl) indazole N-Oxide). Yield: 72.9%. As a reaction SMILES: Cl[C:2]1[CH:7]=[CH:6][C:5]([C:8]([F:11])([F:10])[F:9])=[CH:4][N+:3]=1[O-].[Cl:13][C:14]1[CH:22]=[CH:21][CH:20]=[C:19]2[C:15]=1[CH:16]=[N:17][NH:18]2.C(=O)([O-])[O-:24].[K+].[K+].CN(C)C=O>[Cl-].[Na+].O>[Cl:13][C:14]1[CH:22]=[CH:21][CH:20]=[C:19]2[C:15]=1[CH:16]=[N:17][N+:18]2([O-:24])[C:2]1[CH:7]=[CH:6][C:5]([C:8]([F:11])([F:10])[F:9])=[CH:4][N:3]=1 |f:2.3.4,6.7.8|. Reported procedure: A mixture of 2-chloro-5-trifluoromethylpyridine N-Oxide (1.8 g, 0.009 mol), 4-chloroindazole (1.1 g, 0.007 mol), anhydrous potassium carbonate (1.5 g, 0.0105 mol) and dimethylformamide (20 ml) was stirred and warmed to 70° C. Within 1 hour the reaction was complete based on thin-layer chromatographic analysis. The solution was poured into brine (300 ml) and the precipitate was collected by suction filtration and was washed with water until the filtrate was clear. The brick-red solid was air drie...